The task is: describe an organic reaction: reactants, conditions, products, and yield. This data is from the Open Reaction Database (ORD), a public repository of structured organic reaction records. As a reaction SMILES: Cl[C:2]1[N:7]=[C:6]([N:8]([CH2:19][CH2:20][CH2:21][O:22][CH3:23])[CH:9]2[CH2:14][C:13]([CH3:16])([CH3:15])[NH:12][C:11]([CH3:18])([CH3:17])[CH2:10]2)[N:5]=[C:4]([N:24]([CH:30]2[CH2:35][C:34]([CH3:37])([CH3:36])[NH:33][C:32]([CH3:39])([CH3:38])[CH2:31]2)[CH2:25][CH2:26][CH2:27][O:28][CH3:29])[N:3]=1.[NH2:40][CH2:41][CH2:42][CH2:43][CH:44]([CH2:50][NH2:51])[CH2:45][CH2:46][CH2:47][CH2:48][NH2:49]>>[CH3:29][O:28][CH2:27][CH2:26][CH2:25][N:24]([C:4]1[N:5]=[C:6]([N:8]([CH:9]2[CH2:14][C:13]([CH3:15])([CH3:16])[NH:12][C:11]([CH3:17])([CH3:18])[CH2:10]2)[CH2:19][CH2:20][CH2:21][O:22][CH3:23])[N:7]=[C:2]([NH:40][CH2:41][CH2:42][CH2:43][CH:44]([CH2:50][NH:51][C:2]2[N:7]=[C:6]([N:8]([CH2:19][CH2:20][CH2:21][O:22][CH3:23])[CH:9]3[CH2:14][C:13]([CH3:16])([CH3:15])[NH:12][C:11]([CH3:17])([CH3:18])[CH2:10]3)[N:5]=[C:4]([N:24]([CH:30]3[CH2:31][C:32]([CH3:39])([CH3:38])[NH:33][C:34]([CH3:36])([CH3:37])[CH2:35]3)[CH2:25][CH2:26][CH2:27][O:28][CH3:29])[N:3]=2)[CH2:45][CH2:46][CH2:47][CH2:48][NH:49][C:2]2[N:3]=[C:4]([N:24]([CH:30]3[CH2:31][C:32]([CH3:38])([CH3:39])[NH:33][C:34]([CH3:37])([CH3:36])[CH2:35]3)[CH2:25][CH2:26][CH2:27][O:28][CH3:29])[N:5]=[C:6]([N:8]([CH:9]3[CH2:10][C:11]([CH3:18])([CH3:17])[NH:12][C:13]([CH3:16])([CH3:15])[CH2:14]3)[CH2:19][CH2:20][CH2:21][O:22][CH3:23])[N:7]=2)[N:3]=1)[CH:30]1[CH2:31][C:32]([CH3:39])([CH3:38])[NH:33][C:34]([CH3:37])([CH3:36])[CH2:35]1. Yields the product COCCCN(C1CC(NC(C1)(C)C)(C)C)C1=NC(=NC(=N1)N(CCCOC)C1CC(NC(C1)(C)C)(C)C)NCCCC(CCCCNC1=NC(=NC(=N1)N(CCCOC)C1CC(NC(C1)(C)C)(C)C)N(CCCOC)C1CC(NC(C1)(C)C)(C)C)CNC1=NC(=NC(=N1)N(C1CC(NC(C1)(C)C)(C)C)CCCOC)N(CCCOC)C1CC(NC(C1)(C)C)(C)C (1,8-Bis[N-(2,4-bis[N-(3-methoxypropyl)-N-(2,2,6,6-tetramethylpiperid-4-yl)amino]-1,3,5-triazin-6-yl)amino]-4-[N-(2,4-bis[N-(3-methoxypropyl)-N-(2,2,6,6-tetramethylpiperid-4yl)amino]-1,3,5-triazin-6-yl)aminomethyl]octane). Procedure: Following the procedure described in Example 1, 2-chloro-4,6-bis[N-(3-methoxypropyl)-N-(2,2,6,6-tetramethyl-4-piperidyl)amino]-1,3,5-triazine [prepared as described in Preparation 6(b)] and 1,8-diamino-4-aminomethyloctane were reacted together and the reaction mixture treated to yield a residue, which was purified by column chromatography through silica gel, eluted with 4:1:1 by volume mixture of ethyl acetate, ethanol and triethylamine, to give the desired Compound No. 32, in the form of crysta... Starting materials: ClC1=NC(=NC(=N1)N(C1CC(NC(C1)(C)C)(C)C)CCCOC)N(CCCOC)C1CC(NC(C1)(C)C)(C)C (2-chloro-4,6-bis[N-(3-methoxypropyl)-N-(2,2,6,6-tetramethyl-4-piperidyl)amino]-1,3,5-triazine), NCCCC(CCCCN)CN (1,8-diamino-4-aminomethyloctane). Starting materials: [OH-].[Li+] (lithium hydroxide), Cl (hydrochloric acid), CC1=CC(=NC(=C1)C)NC(=O)C=1C(=NOC1C)C(=O)OCC (N-(4,6-DIMETHYL-2-PYRIDYL)-(3-ETHOXYCARBONYL-5-METHYL-4-ISOXAZOLYL)CARBOXAMIDE). Solvent: O (water), CO (methanol). Conditions: time 1 hour. The product is CC1=CC(=NC(=C1)C)NC(=O)C=1C(=NOC1C)C(=O)O (N-(4,6-DIMETHYL-2-PYRIDYL)-(3-CARBOXY-5-METHYL-4-ISOXAZOLYL)CARBOXAMIDE). RXN SMILES: [OH-].[Li+].[CH3:3][C:4]1[CH:9]=[C:8]([CH3:10])[N:7]=[C:6]([NH:11][C:12]([C:14]2[C:15]([C:20]([O:22]CC)=[O:21])=[N:16][O:17][C:18]=2[CH3:19])=[O:13])[CH:5]=1.Cl>O.CO>[CH3:3][C:4]1[CH:9]=[C:8]([CH3:10])[N:7]=[C:6]([NH:11][C:12]([C:14]2[C:15]([C:20]([OH:22])=[O:21])=[N:16][O:17][C:18]=2[CH3:19])=[O:13])[CH:5]=1 |f:0.1|. Procedure: A solution of 0.27 g (11.5 mmol) of lithium hydroxide in 3 ml of water and 15 ml of methanol is cooled to -15° C. 1.5 g (5.19 mmol) of the product obtained in Example 96 are added slowly thereto with stirring. The stirring is continued for one hour. The mixture is acidified with dilute hydrochloric acid solution. The temperature is allowed to rise to 0° C. and stirring is continued for 30 min. The mixture is filtered and the title product is collected in the form of a white powder which is washe...